From a dataset of the Open Reaction Database (ORD), a public repository of structured organic reaction records. describe an organic reaction: reactants, conditions, products, and yield The reactants are C(C1=CC=CC=C1)OC(=O)NC[C@H](NC(=O)OC(C)(C)C)C(=O)OC (methyl 3-{[(benzyloxy)carbonyl]amino}-N-(tert-butoxycarbonyl)alaninate), [BH4-].[Li+] (lithium borohydride). The solvent is O (water), C1CCOC1 (THF). Run at time 1 hour. Product: OCC(CNC(OCC1=CC=CC=C1)=O)NC(OC(C)(C)C)=O (benzyl tert-butyl (3-hydroxypropane-1,2-diyl)biscarbamate). Reaction SMILES: [CH2:1]([O:8][C:9]([NH:11][CH2:12][C@@H:13]([C:22](OC)=[O:23])[NH:14][C:15]([O:17][C:18]([CH3:21])([CH3:20])[CH3:19])=[O:16])=[O:10])[C:2]1[CH:7]=[CH:6][CH:5]=[CH:4][CH:3]=1.[BH4-].[Li+]>C1COCC1.O>[OH:23][CH2:22][CH:13]([NH:14][C:15](=[O:16])[O:17][C:18]([CH3:20])([CH3:19])[CH3:21])[CH2:12][NH:11][C:9](=[O:10])[O:8][CH2:1][C:2]1[CH:3]=[CH:4][CH:5]=[CH:6][CH:7]=1 |f:1.2|. Procedure: To a solution of methyl 3-{[(benzyloxy)carbonyl]amino}-N-(tert-butoxycarbonyl)alaninate (80 g, 230 mmol) in THF (800 mL) was added lithium borohydride (20 g, 920 mmol) at 0° C. The reaction mixture was allowed to warm to room temperature. After 1 hour, the reaction mixture was diluted with water and filtered. The filtrate was concentrated under reduced pressure to give benzyl tert-butyl (3-hydroxypropane-1,2-diyl)biscarbamate. MS ESI calc'd. for C16H25N2O5 [M+H]+ 325. found 325. 1H NMR (400 MHz,... The reactants are OCCCS(=O)(=O)C1=CC=C(S1)S(=O)(=O)N (5-(3-hydroxypropane sulfonyl)thiophene-2-sulfonamide), N1=CC=CC=C1 (pyridine), COCC(=O)Cl (methoxyacetyl chloride). Run in C1CCOC1 (THF), ClC(C)Cl (dichloroethane). Reaction conditions: time 18 hour. Product: COCC(=O)OCCCS(=O)(=O)C1=CC=C(S1)S(=O)(=O)N (5-(3-methoxyacetyloxypropanesulfonyl)thiophene-2-sulfonamide). As a reaction SMILES: [OH:1][CH2:2][CH2:3][CH2:4][S:5]([C:8]1[S:12][C:11]([S:13]([NH2:16])(=[O:15])=[O:14])=[CH:10][CH:9]=1)(=[O:7])=[O:6].N1C=CC=CC=1.[CH3:23][O:24][CH2:25][C:26](Cl)=[O:27]>C1COCC1.ClC(Cl)C>[CH3:23][O:24][CH2:25][C:26]([O:1][CH2:2][CH2:3][CH2:4][S:5]([C:8]1[S:12][C:11]([S:13]([NH2:16])(=[O:15])=[O:14])=[CH:10][CH:9]=1)(=[O:7])=[O:6])=[O:27]. Procedure: To a solution of 5-(3-hydroxypropane sulfonyl)thiophene-2-sulfonamide (1.2 g, 4.2 mmol) in 75 ml of THF was added 0.4 ml of pyridine and 0.5 g of methoxyacetyl chloride. The reaction mixture was stirred for 18 hours at room temperature. The reaction mixture was filtered and the filtrate was concentrated under vacuum. The oily residue was dissolved in ethyl acetate and the ethyl acetate was washed with water and then brine. After drying over sodium sulfate the ethyl acetate was concentrated under... Reactants: C1(=CC=C(C=C1)C(=O)NCC(=O)O)C (p-toluoylglycine), C(#N)C1NC1 (2-cyanoaziridine), C1(CCCCC1)N=C=NC1CCCCC1 (dicyclohexylcarbodiimide). Procedure: In a manner analogous to Example 10, from 0.96 g. p-toluoylglycine (m.p. 161°-162° C.) and 0.34 g. 2-cyanoaziridine in 10 ml. tetrahydrofuran, after the addition of 1.08 g. dicyclohexylcarbodiimide at 10°-15° C., stirring for 30 minutes at 10°-15° C. and for 2 hours at ambient temperature and after filtering off with suction 1.1 g. dicyclohexylurea (m.p. 228° C.) and evaporation of the filtrate in a vacuum, there is obtained the desired compound in crude form. This is dissolved in ethyl acetate,... Yields the product CC1=CC=C(C(=O)NCC(=O)N2C(C2)C#N)C=C1 (1-(4-Methylbenzamidoacetyl)-2-cyanoaziridine). The solvent is O1CCCC1 (tetrahydrofuran). As a reaction SMILES: [C:1]1([CH3:14])[CH:6]=[CH:5][C:4]([C:7]([NH:9][CH2:10][C:11]([OH:13])=O)=[O:8])=[CH:3][CH:2]=1.[C:15]([CH:17]1[CH2:19][NH:18]1)#[N:16].C1(N=C=NC2CCCCC2)CCCCC1>O1CCCC1>[CH3:14][C:1]1[CH:2]=[CH:3][C:4]([C:7]([NH:9][CH2:10][C:11]([N:18]2[CH2:19][CH:17]2[C:15]#[N:16])=[O:13])=[O:8])=[CH:5][CH:6]=1. The reactants are CC1(OCCO1)CCCCN1N=C(C=C1)N (1-[4-(2-methyl-[1,3]dioxolan-2-yl)-butyl]-1H-pyrazol-3-ylamine), ClC1=C(C=CC(=C1)F)/C=C/C(=O)O ((E)-3-(2-chloro-4-fluoro-phenyl)-acrylic acid). Product: ClC1=C(C=CC(=C1)F)/C=C/C(=O)NC1=NN(C=C1)CCCCC(C)=O ((E)-3-(2-Chloro-4-fluoro-phenyl)-N-[1-(5-oxo-hexyl)-1H-pyrazol-3-yl]-acrylamide). Reaction SMILES: [CH3:1][C:2]1([CH2:7][CH2:8][CH2:9][CH2:10][N:11]2[CH:15]=[CH:14][C:13]([NH2:16])=[N:12]2)[O:6]CCO1.[Cl:17][C:18]1[CH:23]=[C:22]([F:24])[CH:21]=[CH:20][C:19]=1/[CH:25]=[CH:26]/[C:27](O)=[O:28]>>[Cl:17][C:18]1[CH:23]=[C:22]([F:24])[CH:21]=[CH:20][C:19]=1/[CH:25]=[CH:26]/[C:27]([NH:16][C:13]1[CH:14]=[CH:15][N:11]([CH2:10][CH2:9][CH2:8][CH2:7][C:2](=[O:6])[CH3:1])[N:12]=1)=[O:28]. Procedure: Following general procedure B followed by either C or D, starting from 1-[4-(2-methyl-[1,3]dioxolan-2-yl)-butyl]-1H-pyrazol-3-ylamine and (E)-3-(2-chloro-4-fluoro-phenyl)-acrylic acid. Starting materials: O (water), [N+](=O)([O-])C1=CC=C2C=NNC2=C1 (6-Nitroindazole), BrC(C(=O)OCC)C (ethyl 2-bromopropionate), [H-].[Na+] (sodium hydride). Solvent: CN(C)C=O (DMF). Yields the product [N+](=O)([O-])C1=CC=C2C=NN(C2=C1)C(C(=O)OCC)C (ethyl 2-(6-nitroindazol-1-yl)propionate). Reaction SMILES: [N+:1]([C:4]1[CH:12]=[C:11]2[C:7]([CH:8]=[N:9][NH:10]2)=[CH:6][CH:5]=1)([O-:3])=[O:2].[H-].[Na+].Br[CH:16]([CH3:22])[C:17]([O:19][CH2:20][CH3:21])=[O:18].O>CN(C=O)C>[N+:1]([C:4]1[CH:12]=[C:11]2[C:7]([CH:8]=[N:9][N:10]2[CH:16]([CH3:22])[C:17]([O:19][CH2:20][CH3:21])=[O:18])=[CH:6][CH:5]=1)([O-:3])=[O:2] |f:1.2|. Procedure details: 6-Nitroindazole (10 g) was dissolved in dry DMF (200cm3) and 50% sodium hydride (2.94 g) added portionwise with stirring. After 20 minutes ethyl 2-bromopropionate (8cm3) was added and the mixture stirred at room temperature for 4 hours, poured into water (1L) and extracted with ethyl acetate four times. The combined organic extracts were washed with water, dried (MgSO4), filtered and the filtrate concentrated under vacuum. The residue was purified by chromatography (SiO2 ; hexane: t-butylmethyl ... Reactants: C(C)(C)(C)C=1C=CC(=C(C=O)C1)O (5-tert-Butyl-2-hydroxy-benzaldehyde), O=[N+]=O (nitronium). The solvent is CC#N (MeCN). Reaction conditions: time 1 hour. The product is C(C)(C)(C)C=1C=C(C(=C(C=O)C1)O)[N+](=O)[O-] (5-tert-butyl-2-hydroxy-3-nitro-benzaldehyde). Reaction SMILES: [C:1]([C:5]1[CH:6]=[CH:7][C:8]([OH:13])=[C:9]([CH:12]=1)[CH:10]=[O:11])([CH3:4])([CH3:3])[CH3:2].[O:14]=[N+:15]=[O:16]>CC#N>[C:1]([C:5]1[CH:6]=[C:7]([N+:15]([O-:16])=[O:14])[C:8]([OH:13])=[C:9]([CH:12]=1)[CH:10]=[O:11])([CH3:4])([CH3:2])[CH3:3]. Procedure: To a solution of 15.0 g (84.2 mmol) of 5-tert-Butyl-2-hydroxy-benzaldehyde in MeCN at −30° C. was added 14.5 g (109.4 mmol) of nitronium tetrafluoborate. The temperature was allowed to climb slowly to −12° C. ove 1 h. The mixture was partitioned between sat'd NaHCO3 and EtOAc. The organic layer was washed with water and brine then dried over MgSO4. After filtration and evaporation, 5-tert-butyl-2-hydroxy-3-nitro-benzaldehyde was obtained as yellow solid. To a portion of this material (6.27 g, 28... The reactants are C(=O)C=1C=CC(=C(C(=O)OC)C1)OC (methyl 5-formyl-2-methoxybenzoate), [BH4-].[Na+] (sodium borohydride). Solvent: CO (methanol). Conditions: time 4 hour. Product: OCC=1C=CC(=C(C(=O)OC)C1)OC (methyl 5-hydroxymethyl-2-methoxybenzoate). Reaction SMILES: [CH:1]([C:3]1[CH:4]=[CH:5][C:6]([O:13][CH3:14])=[C:7]([CH:12]=1)[C:8]([O:10][CH3:11])=[O:9])=[O:2].[BH4-].[Na+]>CO>[OH:2][CH2:1][C:3]1[CH:4]=[CH:5][C:6]([O:13][CH3:14])=[C:7]([CH:12]=1)[C:8]([O:10][CH3:11])=[O:9] |f:1.2|. Procedure details: To 54.6 g of 5-formylsalicylic acid, was added 500 mL of methanol, and then 36 mL of thionyl chloride was slowly added dropwise to the mixture. After the mixture was refluxed under heating for 5 hours, the solvents were distilled off. 600 mL of ethyl acetate and an aqueous sodium chloride solution were added to the mixture, to extract the organic phase, which was then dried over sodium sulfate, followed by distilling off the solvents, to give 58.7 g of methyl 5-formylsalicylate. 500 mL of aceton... Reactants: C(C1=CC=CC=C1)=O (benzaldehyde), NC(=O)N (urea), S(O)(O)(=O)=O (sulfuric acid), CN1C(CCC1)=O (N-methylpyrrolidone). The reagents and catalysts are [Pd](Br)Br (palladium(II) bromide), C1(=CC=CC=C1)P(C1=CC=CC=C1)C1=CC=CC=C1 (triphenylphosphane), [Br-].[Li+] (lithium bromide). Yields the product C1(=CC=CC=C1)C1C(NC(N1)=O)=O (5-phenylhydantoin). Isolated yield 50.0%. As a reaction SMILES: [CH:1](=O)[C:2]1[CH:7]=[CH:6][CH:5]=[CH:4][CH:3]=1.[NH2:9][C:10]([NH2:12])=[O:11].S(=O)(=O)(O)O.CN1CCC[C:20]1=[O:24]>[Pd](Br)Br.C1(P(C2C=CC=CC=2)C2C=CC=CC=2)C=CC=CC=1.[Br-].[Li+]>[C:2]1([CH:1]2[NH:12][C:10](=[O:11])[NH:9][C:20]2=[O:24])[CH:7]=[CH:6][CH:5]=[CH:4][CH:3]=1 |f:6.7|. Reported procedure: 2,600 g benzaldehyde, 1,500 g urea, 25 ml N-methylpyrrolidone, 0.017 g palladium(II) bromide, 0.033 g triphenylphosphane, 0.100 9 sulfuric acid and 0.760 g lithium bromide are reacted in a 300 ml autoclave under 60 bar at 80° C. After a reaction time of 12 hours, the solvent is removed in vacuo and the residue is analyzed by means of high pressure liquid chromatography (HPLC). 2,200 g 5-phenylhydantoin are formed. This corresponds to a yield of 50%. The reactants are COC(C1=CC=C(C=C1)C(=O)NNC(C1=CC=C(C=C1)N1C[C@H](O[C@H](C1)C)C)=O)=O (4-[N′-[4-(cis-2,6-dimethylmorpholin-4-yl)benzoyl]hydrazinocarbonyl]benzoic acid methyl ester), P12(=S)SP3(=S)SP(=S)(S1)SP(=S)(S2)S3 (phosphorus pentasulfide), [OH-].[Na+] (sodium hydroxide), O (water). Solvent: C(OC)COC (dimethoxyethane). Yields the product COC(C1=CC=C(C=C1)C=1SC(=NN1)C1=CC=C(C=C1)N1C[C@H](O[C@H](C1)C)C)=O (4-[5-[4-(cis-2,6-dimethylmorpholin-4-yl)phenyl][1,3,4]thiadiazol-2-yl]benzoic acid methyl ester). Yield: 128.9%. Reaction SMILES: [CH3:1][O:2][C:3](=[O:30])[C:4]1[CH:9]=[CH:8][C:7]([C:10]([NH:12][NH:13][C:14](=O)[C:15]2[CH:20]=[CH:19][C:18]([N:21]3[CH2:26][C@H:25]([CH3:27])[O:24][C@H:23]([CH3:28])[CH2:22]3)=[CH:17][CH:16]=2)=O)=[CH:6][CH:5]=1.P12(SP3(SP(SP(S3)(S1)=S)(=S)S2)=S)=[S:32].O.[OH-].[Na+]>C(COC)OC>[CH3:1][O:2][C:3](=[O:30])[C:4]1[CH:9]=[CH:8][C:7]([C:10]2[S:32][C:14]([C:15]3[CH:20]=[CH:19][C:18]([N:21]4[CH2:26][C@H:25]([CH3:27])[O:24][C@H:23]([CH3:28])[CH2:22]4)=[CH:17][CH:16]=3)=[N:13][N:12]=2)=[CH:6][CH:5]=1 |f:3.4|. Procedure: To a solution of 4-[N′-[4-(cis-2,6-dimethylmorpholin-4-yl)benzoyl]hydrazinocarbonyl]benzoic acid methyl ester (100 mg) in dimethoxyethane (3 ml) was added phosphorus pentasulfide (82 mg). The mixture was refluxed for 5 hours. After cooling to ambient temperature, the reaction mixture was poured into cold water and the mixture was adjusted to pH 11 with 1N-sodium hydroxide aqueous solution. The resulting precipitates were filtered, washed with water and dried to give 4-[5-[4-(cis-2,6-dimethylmorp... Starting materials: CC(C)C[AlH]CC(C)C, Cc1ccccc1, CC1(C=CC=O)SC2CC(=O)N2C1C(=O)OC(c1ccccc1)c1ccccc1. Yields the product CC1(C=CCO)SC2CC(=O)N2C1C(=O)OC(c1ccccc1)c1ccccc1. RXN SMILES: [CH3:30][CH:31]([CH2:32][AlH:33][CH2:34][CH:35]([CH3:36])[CH3:37])[CH3:38].[CH3:39][c:40]1[cH:41][cH:42][cH:43][cH:44][cH:45]1.[CH:1](=[O:2])[CH:3]=[CH:4][C:5]1([CH3:29])[CH:6]([C:13](=[O:14])[O:15][CH:16]([c:17]2[cH:18][cH:19][cH:20][cH:21][cH:22]2)[c:23]2[cH:24][cH:25][cH:26][cH:27][cH:28]2)[N:7]2[C:8](=[O:12])[CH2:9][CH:10]2[S:11]1>>[CH2:1]([OH:2])[CH:3]=[CH:4][C:5]1([CH3:29])[CH:6]([C:13](=[O:14])[O:15][CH:16]([c:17]2[cH:18][cH:19][cH:20][cH:21][cH:22]2)[c:23]2[cH:24][cH:25][cH:26][cH:27][cH:28]2)[N:7]2[C:8](=[O:12])[CH2:9][CH:10]2[S:11]1.